Dataset: the Open Reaction Database (ORD), a public repository of structured organic reaction records. Task: describe an organic reaction: reactants, conditions, products, and yield Reactants: CS(=O)(=O)Nc1ccc(C(O)CBr)cc1, CS(C)=O, [I-], [N-]=[N+]=[N-], [Na+], [Na+], O. As a reaction SMILES: [Br:1][CH2:2][CH:3]([OH:4])[c:5]1[cH:6][cH:7][c:8]([NH:11][S:12](=[O:13])(=[O:14])[CH3:15])[cH:9][cH:10]1.[CH3:22][S:23]([CH3:24])=[O:25].[I-:17].[N-:19]=[N+:20]=[N-:21].[Na+:16].[Na+:18].[OH2:26]>>[CH2:2]([CH:3]([OH:4])[c:5]1[cH:6][cH:7][c:8]([NH:11][S:12](=[O:13])(=[O:14])[CH3:15])[cH:9][cH:10]1)[N:19]=[N+:20]=[N-:21]. Product: CS(=O)(=O)Nc1ccc(C(O)CN=[N+]=[N-])cc1. Starting materials: C1CC(=O)N(C1=O)Br (NBS), C1(=CC=CC=C1)S(=O)(=O)N1C=CC2=CC(=CC=C12)O (1-(Phenylsulfonyl)-1H-indol-5-ol), C1(=CC=CC=C1)S(=O)(=O)N1C=CC2=CC(=CC=C12)O (1-(Phenylsulfonyl)-1H-indol-5-ol). The solvent is O (water), C(C)OCC (diethylether), CN(C)C=O (DMF), CN(C)C=O (DMF). Reaction conditions: time 30 minute. Product: BrC1=C2C=CN(C2=CC=C1O)S(=O)(=O)C1=CC=CC=C1 (4-Bromo-1-(phenylsulfonyl)-1H-indol-5-ol). Isolated yield 78.9%. Reaction SMILES: C1C(=O)N([Br:8])C(=O)C1.[C:9]1([S:15]([N:18]2[C:26]3[C:21](=[CH:22][C:23]([OH:27])=[CH:24][CH:25]=3)[CH:20]=[CH:19]2)(=[O:17])=[O:16])[CH:14]=[CH:13][CH:12]=[CH:11][CH:10]=1>CN(C=O)C.O.C(OCC)C>[Br:8][C:22]1[C:23]([OH:27])=[CH:24][CH:25]=[C:26]2[C:21]=1[CH:20]=[CH:19][N:18]2[S:15]([C:9]1[CH:10]=[CH:11][CH:12]=[CH:13][CH:14]=1)(=[O:16])=[O:17]. Procedure: NBS (32.6 mg, 0.180 mmol) in DMF (1 mL) was added to a solution of 1-(phenylsulfonyl)-1H-indol-5-ol (Intermediate 8, 50.0 mg, 0.183 mmol) in DMF (1 mL) at room temperature. The mixture was stirred for 30 minutes and diluted with water and diethylether and transferred to a separation funnel. The organic phase was washed with water (3×), dried (MgSO4) and evaporated. The crude product was purified by flash chromatography using 10% pentane in DCM as the eluent to give the title compound (50 mg) as ...